Dataset: the Open Reaction Database (ORD), a public repository of structured organic reaction records. Task: describe an organic reaction: reactants, conditions, products, and yield Starting materials: NN (hydrazine), C(C)(=O)OC(C)=O (acetic anhydride), C(=O)([O-])[O-].[K+].[K+] (K2CO3), C(C)(=O)OCC (ethyl acetate), C1(=CC=CC=C1)C (toluene). Solvent: petroleum ether, O (water). Run at time 30 minute. Yields the product COC1=C2C=CC(=CC2=CC=C1)NNC(C)=O (N′-(5-methoxynaphthalen-2-yl)acetohydrazide). RXN SMILES: [NH2:1][NH2:2].[C:3]([O-])([O-])=O.[K+].[K+].[C:9]([O:12][CH2:13][CH3:14])(=O)C.C(O[C:19](=[O:21])[CH3:20])(=O)C.[C:22]1([CH3:28])[CH:27]=[CH:26][CH:25]=[CH:24][CH:23]=1>O>[CH3:9][O:12][C:13]1[CH:14]=[CH:3][CH:28]=[C:22]2[C:27]=1[CH:26]=[CH:25][C:24]([NH:1][NH:2][C:19](=[O:21])[CH3:20])=[CH:23]2 |f:1.2.3|. Reported procedure: The hydrazine chlorhydrate (1.55 g, 6.9 mmol) was suspended in water (25 ml), K2CO3 (1 g) and ethyl acetate (25 ml) were added and it was energically shaken during 30 minutes. The phases were separated, the organic phase was washed with water, dried over Na2SO4, filtered, and evaporated to dryness resulting in 1.26 g of hydrazine base in a dark solid form. This solid was dissolved in anhydrous toluene (25 ml) and acetic anhydride (0.75 g, 7.4 mmol) was added keeping at stirring during 1 hr. Subs... Starting materials: N[C@H](CN1N=C(C=C1)C1=CC(=C(C#N)C=C1)Cl)C ((S)-4-(1-(2-aminopropyl)-1H-pyrazol-3-yl)-2-chlorobenzonitrile), CC1=CC=CC(=N1)N1C=NC(=C1)C(=O)O (1-(6-methylpyridin-2-yl)-1H-imidazole-4-carboxylic acid). Yields the product ClC=1C=C(C=CC1C#N)C1=NN(C=C1)C[C@H](C)NC(=O)C=1N=CN(C1)C1=NC(=CC=C1)C ((S)—N-(1-(3-(3-chloro-4-cyanophenyl)-1H-pyrazol-1-yl)propan-2-yl)-1-(6-methylpyridin-2-yl)-1H-imidazole-4-carboxamide). RXN SMILES: [NH2:1][C@@H:2]([CH3:18])[CH2:3][N:4]1[CH:8]=[CH:7][C:6]([C:9]2[CH:16]=[CH:15][C:12]([C:13]#[N:14])=[C:11]([Cl:17])[CH:10]=2)=[N:5]1.[CH3:19][C:20]1[N:25]=[C:24]([N:26]2[CH:30]=[C:29]([C:31](O)=[O:32])[N:28]=[CH:27]2)[CH:23]=[CH:22][CH:21]=1>>[Cl:17][C:11]1[CH:10]=[C:9]([C:6]2[CH:7]=[CH:8][N:4]([CH2:3][C@@H:2]([NH:1][C:31]([C:29]3[N:28]=[CH:27][N:26]([C:24]4[CH:23]=[CH:22][CH:21]=[C:20]([CH3:19])[N:25]=4)[CH:30]=3)=[O:32])[CH3:18])[N:5]=2)[CH:16]=[CH:15][C:12]=1[C:13]#[N:14]. Procedure: The title compound was prepared using the method of Example 34(d) starting from (S)-4-(1-(2-aminopropyl)-1H-pyrazol-3-yl)-2-chlorobenzonitrile (220 mg, 0.844 mmol) and 1-(6-methylpyridin-2-yl)-1H-imidazole-4-carboxylic acid (223 mg, 1.097 mmol). The product was triturated with acetonitrile. Yield 153 mg (40%). 1H-NMR (400 MHz; CDCl3): δ 1.26 (d, 3H), 1.45 (s, 3H), 2.59 (s, 1H), 4.28-4.45 (m, 2H), 4.55-4.64 (m, 1H), 6.62 (d, 1H), 7.16 (d, 1H), 7.19 (d, 1H), 7.52 (d, 1H), 7.67 (d, 1H), 7.75 (t, 1H... The product is OC12CC(C1)(C2)NC(C)=O (N-(3-hydroxybicyclo[1.1.1]-pentan-1-yl)acetamide). RXN SMILES: C1COCC1.C([O:9][C:10]12[CH2:14][C:12]([NH:15][C:16](=[O:18])[CH3:17])([CH2:13]1)[CH2:11]2)(=O)C.[OH-].[Na+]>CO>[OH:9][C:10]12[CH2:14][C:12]([NH:15][C:16](=[O:18])[CH3:17])([CH2:13]1)[CH2:11]2 |f:2.3|. Procedure details: To a THF (2 mL) solution of 3-acetamidobicyclo[1.1.1]pentan-1-yl acetate (3) (1 mmol) is added methanol (0.7 mL) followed by a aqueous solution of NaOH (1.4 M, 0.7 mL, 1 eq) at room temperature. The mixture is stirred and monitored by TLC. After complete consumption of the starting material, saturated ammonium chloride is added and the mixture is stirred for 5 min. The volatiles are removed under vacuum and the resultant mixture is extracted with EtOAc (3×). The organic layers are combined, drie... Starting materials: C1CCOC1 (THF), C(C)(=O)OC12CC(C1)(C2)NC(C)=O (3-acetamidobicyclo[1.1.1]pentan-1-yl acetate), [OH-].[Na+] (NaOH). The solvent is CO (methanol). Reactants: CP(=O)(C1=CC=CC=C1)Cl (Methylphenylphosphinic chloride), CP(=O)(C1=CC=CC=C1)Cl (methylphenylphosphinic chloride), COC([C@H](NCC=1C=NC=CC1)CC(C)C)=O (N-(3-picolyl) D-leucine methyl ester), CN1CCOCC1 (N-methyl morpholine). The reagents and catalysts are CN(C1=CC=NC=C1)C (4-dimethylaminopyridine). The solvent is ClCCl (dichloromethane), ClCCl (dichloromethane). Conditions: temperature 0 celsius, time 16 hour. The product is COC([C@H](N(CC=1C=NC=CC1)P(=O)(C1=CC=CC=C1)C)CC(C)C)=O (N-((R/S)-methylphenyl-phosphinyl)-N-(3-picolyl) D-leucine methyl ester). RXN SMILES: [CH3:1][P:2](Cl)([C:4]1[CH:9]=[CH:8][CH:7]=[CH:6][CH:5]=1)=[O:3].[CH3:11][O:12][C:13](=[O:27])[C@@H:14]([CH2:23][CH:24]([CH3:26])[CH3:25])[NH:15][CH2:16][C:17]1[CH:18]=[N:19][CH:20]=[CH:21][CH:22]=1.CN1CCOCC1>ClCCl.CN(C)C1C=CN=CC=1>[CH3:11][O:12][C:13](=[O:27])[C@@H:14]([CH2:23][CH:24]([CH3:25])[CH3:26])[N:15]([P:2]([CH3:1])([C:4]1[CH:9]=[CH:8][CH:7]=[CH:6][CH:5]=1)=[O:3])[CH2:16][C:17]1[CH:18]=[N:19][CH:20]=[CH:21][CH:22]=1. Procedure: Methylphenylphosphinic chloride (12.23 g, 70 mmol) is taken up in dichloromethane (100 mL) and cooled to 0° C. To this is added a solution of N-(3-picolyl) D-leucine methyl ester (15.5 g, 65.6 mmol) and N-methyl morpholine (19.24 mL, 175 mmol) in dichloromethane (100 mL). A catalytic amount of 4-dimethylaminopyridine is added and the reaction stirs for 16 hours at room temperature. More methylphenylphosphinic chloride is added (2 g, 11.46 mmol). The reaction continues to stir for 24 hours until ...